This data is from the Open Reaction Database (ORD), a public repository of structured organic reaction records. The task is: describe an organic reaction: reactants, conditions, products, and yield Reactants: CCOC(=O)c1c(C)c(C(=O)c2ccc(N)c(OC)c2)n2ccccc12, [Na+], C1COCCO1, [OH-]. Product: COc1cc(C(=O)c2c(C)c(C(=O)O)c3ccccn23)ccc1N. As a reaction SMILES: [NH2:3][c:4]1[c:5]([O:27][CH3:28])[cH:6][c:7]([C:8](=[O:9])[c:10]2[c:11]([CH3:24])[c:12]([C:19](=[O:20])[O:21][CH2:22][CH3:23])[c:13]3[cH:14][cH:15][cH:16][cH:17][n:18]23)[cH:25][cH:26]1.[Na+:2].[O:29]1[CH2:30][CH2:31][O:32][CH2:33][CH2:34]1.[OH-:1]>>[NH2:3][c:4]1[c:5]([O:27][CH3:28])[cH:6][c:7]([C:8](=[O:9])[c:10]2[c:11]([CH3:24])[c:12]([C:19](=[O:20])[OH:21])[c:13]3[cH:14][cH:15][cH:16][cH:17][n:18]23)[cH:25][cH:26]1. The reactants are FC1=CC=C(C(=O)C2=NOC(=N2)CC#N)C=C1 ([3-(4-fluorobenzoyl)-1,2,4-oxadiazol-5-yl]acetonitrile), OS(=O)(=O)O (H2SO4), ice water. Product: FC1=CC=C(C(=O)C2=NOC(=N2)CC(=O)N)C=C1 ([3-(4-Fluorobenzoyl)-1,2,4-oxadiazol-5-yl]acetamide). Isolated yield 96.0%. Reaction SMILES: [F:1][C:2]1[CH:17]=[CH:16][C:5]([C:6]([C:8]2[N:12]=[C:11]([CH2:13][C:14]#[N:15])[O:10][N:9]=2)=[O:7])=[CH:4][CH:3]=1.[OH:18]S(O)(=O)=O>>[F:1][C:2]1[CH:3]=[CH:4][C:5]([C:6]([C:8]2[N:12]=[C:11]([CH2:13][C:14]([NH2:15])=[O:18])[O:10][N:9]=2)=[O:7])=[CH:16][CH:17]=1. Procedure details: A solution of [3-(4-fluorobenzoyl)-1,2,4-oxadiazol-5-yl]acetonitrile (5.0 g) in 98% H2SO4 (50 ml) was stirred at room temperature for 3 hours. The resulting solution was added slowly to a liter of ice water with mechanical stirring. The precipitated solid was collected by filtration and washed with water (5×300 ml) and cold isopropanol (3×150 ml). The amide was dried in vacuum to yield 5.2 g (96%) of a powder, m.p. 197°-199°.